Dataset: the Open Reaction Database (ORD), a public repository of structured organic reaction records. Task: describe an organic reaction: reactants, conditions, products, and yield The reactants are CC=1SC2=NC=CC=C2N1 (2-methylthiazolo[5,4-b]pyridine), ClC1=CC(=CC=C1)C(=O)OO (m-chloroperbenzoic acid), [OH-].[Na+] (NaOH). Solvent: C(Cl)Cl (CH2Cl2). Run at time 8 hour. Product: CC=1SC2=NC=CC=C2[N+]1[O-] (2-methylthiazolo[5,4-b]pyridine N-oxide). Reaction SMILES: [CH3:1][C:2]1[S:3][C:4]2[C:9]([N:10]=1)=[CH:8][CH:7]=[CH:6][N:5]=2.ClC1C=CC=C(C(OO)=[O:19])C=1.[OH-].[Na+]>C(Cl)Cl>[CH3:1][C:2]1[S:3][C:4]2[C:9]([N+:10]=1[O-:19])=[CH:8][CH:7]=[CH:6][N:5]=2 |f:2.3|. Reported procedure: To a solution of the product of Step 2 (8.00 g) in 400 mL of CH2Cl2 was added m-chloroperbenzoic acid (26.0 g) and the mixture was stirred at room temperature overnight. NaOH 0.5M was added and the product was extracted in CH2Cl2 (6×), dried over Na2SO4, and purified by flash chromatography on silica with acetone: toluene 70:30 and acetone: toluene: methanol 40:40:20. The reactants are C=O (paraformaldehyde), C1CCC2=NCCCN2CC1 (DBU), [Cl-].[Li+] (Lithium chloride), C(C1=CC=CC=C1)(=O)[C@H]1C(N(C(C1)CC1=CC=C(C=C1)C1=CC=CC=C1)\C=C\C1=CC=CC=C1)=O ((S)-3-Benzoyl-5-biphenyl-4-ylmethyl-1-((E)-styryl)-pyrrolidin-2-one). Run in O1CCCC1 (tetrahydrofuran), C1(=CC=CC=C1)C (toluene). Product: C1(=CC=C(C=C1)C[C@@H]1CC(C(N1\C=C\C1=CC=CC=C1)=O)=C)C1=CC=CC=C1 ((R)-5-biphenyl-4-ylmethyl-3-methylene-1-((E)-styryl)-pyrrolidin-2-one). RXN SMILES: [C:1]([C@@H:9]1[CH2:13][CH:12]([CH2:14][C:15]2[CH:20]=[CH:19][C:18]([C:21]3[CH:26]=[CH:25][CH:24]=[CH:23][CH:22]=3)=[CH:17][CH:16]=2)[N:11](/[CH:27]=[CH:28]/[C:29]2[CH:34]=[CH:33][CH:32]=[CH:31][CH:30]=2)[C:10]1=[O:35])(=O)C1C=CC=CC=1.C=O.C1CCN2C(=NCCC2)CC1.[Cl-].[Li+]>O1CCCC1.C1(C)C=CC=CC=1>[C:18]1([C:21]2[CH:22]=[CH:23][CH:24]=[CH:25][CH:26]=2)[CH:17]=[CH:16][C:15]([CH2:14][C@H:12]2[N:11](/[CH:27]=[CH:28]/[C:29]3[CH:30]=[CH:31][CH:32]=[CH:33][CH:34]=3)[C:10](=[O:35])[C:9](=[CH2:1])[CH2:13]2)=[CH:20][CH:19]=1 |f:3.4|. Procedure details: (S)-3-Benzoyl-5-biphenyl-4-ylmethyl-1-((E)-styryl)-pyrrolidin-2-one (4a, R1=styryl, R4=phenyl) (1.0 g, 2.2 mmol) is dissolved in 5 mL of anhydrous tetrahydrofuran, add paraformaldehyde (80 mg, 2.6 mmol), DBU (434 mg, 2.8 mmol) and anhydrous Lithium chloride (186 mg, 4.4 mmol), reflux overnight under nitrogen atmosphere. The reaction mixture is cooled to room temperature, add 20 mL of toluene, wash with 5% HCl(aq), saturated Na2CO3 and brine, dry over anhydrous Na2SO4, evaporate the solvent under... Reactants: CC1COc2c1cc(CO)nc2Cl, [Na+], [OH-], [OH-], [OH-], [Pd+2]. The product is CC1COc2cnc(CO)cc21. Reaction SMILES: [Cl:1][c:2]1[n:3][c:4]([CH2:12][OH:13])[cH:5][c:6]2[c:7]1[O:8][CH2:9][CH:10]2[CH3:11].[Na+:15].[OH-:14].[OH-:16].[OH-:18].[Pd+2:17]>>[cH:2]1[n:3][c:4]([CH2:12][OH:13])[cH:5][c:6]2[c:7]1[O:8][CH2:9][CH:10]2[CH3:11]. Reactants: Alkene ketal, C(CCCC=C)C1OC(OC1)(C)C (4(5-hexenyl)-2,2-dimethyl-1,3-dioxolane), CCOCC (ether). Conditions: time 3 hour. Product: OCCCCCCC1OC(OC1)(C)C (4(6-hydroxyhexyl)-2,2-dimethyl-1,3-dioxolane). Reaction SMILES: [CH2:1]([CH:7]1[CH2:11][O:10][C:9]([CH3:13])([CH3:12])[O:8]1)[CH2:2][CH2:3][CH2:4][CH:5]=[CH2:6].CC[O:16]CC>>[OH:16][CH2:6][CH2:5][CH2:4][CH2:3][CH2:2][CH2:1][CH:7]1[CH2:11][O:10][C:9]([CH3:13])([CH3:12])[O:8]1. Reported procedure: Alkene ketal, 4(5-hexenyl)-2,2-dimethyl-1,3-dioxolane, (0.01 mole) was dissolved in ether (50 mL) in a flask equipped with dropping funnel, condenser and magnetic stirrer. A steady stream of dry nitrogen was bubbled through the solution. The dropping funnel was charged with borane methylsulfide (Aldrich Chemical Co., Milwaukee, Wis.) (5 mL) in ether (25 mL) and added dropwise the alkene ketal solution over 30 mins. and the resulting mixture allowed to warm to room temperature and stirred for 3 h... The reactants are CCS, CN(C)C=O, N#Cc1ccc(-c2ccc(Cl)cc2Cl)cc1F, [H-], [H][H], [Na+], O. Yields the product CCSc1cc(-c2ccc(Cl)cc2Cl)ccc1C#N. As a reaction SMILES: [CH2:3]([CH3:4])[SH:5].[CH3:25][N:26]([CH3:27])[CH:28]=[O:29].[F:8][c:9]1[c:10]([C:11]#[N:12])[cH:13][cH:14][c:15](-[c:17]2[c:18]([Cl:24])[cH:19][c:20]([Cl:23])[cH:21][cH:22]2)[cH:16]1.[H-:1].[H:6][H:7].[Na+:2].[OH2:30]>>[CH2:3]([CH3:4])[S:5][c:9]1[c:10]([C:11]#[N:12])[cH:13][cH:14][c:15](-[c:17]2[c:18]([Cl:24])[cH:19][c:20]([Cl:23])[cH:21][cH:22]2)[cH:16]1.